This data is from the Open Reaction Database (ORD), a public repository of structured organic reaction records. The task is: describe an organic reaction: reactants, conditions, products, and yield Starting materials: diazonium salt, [I-].[K+] (potassium iodide), S([O-])(O)=O.[Na+] (sodium bisulfite), NC1=C(C(=O)O)C=CC(=C1)F (2-amino-4-fluorobenzoic acid), N(=O)[O-].[Na+] (sodium nitrite). Run in S(O)(O)(=O)=O (sulfuric acid), O (water), Cl (hydrochloric acid), O (water), O (water). Conditions: temperature 100 celsius. The product is FC1=CC(=C(C(=O)O)C=C1)I (4-fluoro-2-iodobenzoic acid). As a reaction SMILES: N[C:2]1[CH:10]=[C:9]([F:11])[CH:8]=[CH:7][C:3]=1[C:4]([OH:6])=[O:5].N([O-])=O.[Na+].[I-:16].[K+].S(=O)(O)[O-].[Na+]>Cl.O.S(=O)(=O)(O)O>[F:11][C:9]1[CH:8]=[CH:7][C:3]([C:4]([OH:6])=[O:5])=[C:2]([I:16])[CH:10]=1 |f:1.2,3.4,5.6|. Reported procedure: To a 0° C. mixture of 2-amino-4-fluorobenzoic acid (1.18 g, 7.6 mmol) in 12N hydrochloric acid (2.3 mL) and water (13.7 mL) was added dropwise a solution of sodium nitrite (543 mg, 7.9 mmol) in water (1.2 mL). This resulting diazonium salt solution was stirred 10 min at 0° C. A solution of potassium iodide (1.9 g) in sulfuric acid (450 35 μL) and water (3.2 mL) was added dropwise to the 0° C. solution. The reaction mixture was heated to 100° C. for 2 h then cooled to room temperature. 10% sodium... Reactants: [Cl-].[NH4+] (ammonium chloride), N (ammonia), C[O-].[Na+] (sodium methoxide), C(#N)C1=CC(=NC=C1)C1=NC=CC(=C1)C#N (4,4'-dicyano-2,2'-bipyridine). Run in C(C)(=O)O (acetic acid), CO (methanol), CO (methanol). Run at time 5 hour. Product: Cl.Cl.C(N)(=N)C1=CC(=NC=C1)C1=NC=CC(=C1)C(N)=N (4,4'-diamidino-2,2'-bipyridine Dihydrochloride). As a reaction SMILES: C[O-].[Na+].[C:4]([C:6]1[CH:11]=[CH:10][N:9]=[C:8]([C:12]2[CH:17]=[C:16]([C:18]#[N:19])[CH:15]=[CH:14][N:13]=2)[CH:7]=1)#[N:5].[Cl-:20].[NH4+:21].[NH3:22]>CO.C(O)(=O)C>[ClH:20].[ClH:20].[C:18]([C:16]1[CH:15]=[CH:14][N:13]=[C:12]([C:8]2[CH:7]=[C:6]([C:4](=[NH:22])[NH2:5])[CH:11]=[CH:10][N:9]=2)[CH:17]=1)(=[NH:21])[NH2:19] |f:0.1,3.4,8.9.10|. Reported procedure: 0.5 ml of 1.1N sodium methoxide in absolute methanol is added to a suspension of 1.2 g (0.0058 mol) of 4,4'-dicyano-2,2'-bipyridine in 48 ml of absolute methanol and the whole is boiled for 5 hours under reflux. 0.05 ml of glacial acetic acid, 0.72 g (0.0134 mol) of ammonium chloride and 10 ml of 4.6N methanolic ammonia solution are then added to the solution while it is still warm and the whole is boiled for a further one hour. The cooled reaction mixture is concentrated by evaporation, taken u... Starting materials: Oc1cc(Br)ccc1F, COCCl. Product: COCOc1cc(Br)ccc1F. Reaction SMILES: [Br:1][c:2]1[cH:3][cH:4][c:5]([F:9])[c:6]([OH:8])[cH:7]1.[Cl:10][CH2:11][O:12][CH3:13]>>[Br:1][c:2]1[cH:3][cH:4][c:5]([F:9])[c:6]([O:8][CH2:11][O:12][CH3:13])[cH:7]1. Reactants: C(C)(=O)O[C@]1(C(C)=O)CC[C@H]2[C@@H]3CC(C4=CC([C@H]5[C@@H]([C@]4(C)[C@H]3CC[C@]12C)C5)=O)=C (17α-acetoxy 1α,2α-methylene-6-methylene-4-pregnene-3,20-dione), ice water sodium chloride. The solvent is CO (methanol), [OH-].[Na+] (sodium hydroxide). Reported procedure: Under argon, 500 mg of 17α-acetoxy 1α,2α-methylene-6-methylene-4-pregnene-3,20-dione is agitated for 16 hours in 30 ml of methanol and 16 ml of 5% sodium hydroxide solution. The mixture is poured on an ice water-sodium chloride solution and worked up as usual. The crude product is purified on 50 g of silica gel with a hexane-acetone gradient, thus isolating 380 mg of 17α-hydroxy-1α,2α-methylene-6-methylene-4-pregnene-3,20-dione. Product: O[C@]1(C(C)=O)CC[C@H]2[C@@H]3CC(C4=CC([C@H]5[C@@H]([C@]4(C)[C@H]3CC[C@]12C)C5)=O)=C (17α-hydroxy-1α,2α-methylene-6-methylene-4-pregnene-3,20-dione). Yield: 85.0%. RXN SMILES: C([O:4][C@:5]1([C@:25]2([CH3:26])[C@H:11]([C@H:12]3[C@H:22]([CH2:23][CH2:24]2)[C@:20]2([CH3:21])[C:15](=[CH:16][C:17](=[O:28])[C@@H:18]4[CH2:27][C@@H:19]42)[C:14](=[CH2:29])[CH2:13]3)[CH2:10][CH2:9]1)[C:6](=[O:8])[CH3:7])(=O)C>CO.[OH-].[Na+]>[OH:4][C@:5]1([C@:25]2([CH3:26])[C@H:11]([C@H:12]3[C@H:22]([CH2:23][CH2:24]2)[C@:20]2([CH3:21])[C:15](=[CH:16][C:17](=[O:28])[C@@H:18]4[CH2:27][C@@H:19]42)[C:14](=[CH2:29])[CH2:13]3)[CH2:10][CH2:9]1)[C:6](=[O:8])[CH3:7] |f:2.3|. The reactants are C(C)(C)(C)OC(=O)N1[C@@H](CN(CC1)C(=O)OC(C)(C)C)C(=O)O ((S)-1,4-bis(tert-butoxycarbonyl)piperazine-2-carboxylic acid), C([O-])([O-])=O.[K+].[K+] (potassium carbonate), IC (iodomethane). Solvent: C(C)(=O)OCC (ethyl acetate), CN(C)C=O (DMF). Conditions: temperature 0 celsius, time 18 hour. Yields the product N1([C@@H](CN(CC1)C(=O)OC(C)(C)C)C(=O)OC)C(=O)OC(C)(C)C ((S)-1,4-di-tert-butyl 2-methyl piperazine-1,2,4-tricarboxylate). Isolated yield 116.1%. Reaction SMILES: [C:1]([O:5][C:6]([N:8]1[CH2:13][CH2:12][N:11]([C:14]([O:16][C:17]([CH3:20])([CH3:19])[CH3:18])=[O:15])[CH2:10][C@H:9]1[C:21]([OH:23])=[O:22])=[O:7])([CH3:4])([CH3:3])[CH3:2].[C:24](=O)([O-])[O-].[K+].[K+].IC>CN(C=O)C.C(OCC)(=O)C>[N:8]1([C:6]([O:5][C:1]([CH3:4])([CH3:2])[CH3:3])=[O:7])[CH2:13][CH2:12][N:11]([C:14]([O:16][C:17]([CH3:20])([CH3:19])[CH3:18])=[O:15])[CH2:10][C@H:9]1[C:21]([O:23][CH3:24])=[O:22] |f:1.2.3|. Procedure: To a suspension of solution of (S)-1,4-bis(tert-butoxycarbonyl)piperazine-2-carboxylic acid (18.3 g, 45 mmol) and potassium carbonate (8.2 g; 59 mmol) in DMF (150 ml) cooled to 0° C. under N2, was added dropwise a solution of iodomethane (7.36 ml; 118 mmol). The reaction mixture was left to stir at room temperature for 18 h. It was diluted with ethyl acetate, washed with water and brine. The organic was dried over magnesium sulfate, filtered and concentrated under reduced pressure to afford the ... Starting materials: ice water, ClC=1C(=NC=CC1NC(CC1=CC=C(C=C1)OC1=NC=C(C=C1)C(F)(F)F)=O)CC (N-(3-chloro-2-ethylpyridin-4-yl)-4-[(5-trifluoromethylpyridin-2-yl)oxy]phenylacetamide), [H-].[Na+] (sodium hydride), ClC(=O)OCC(C)C (isobutyl chloroformate). The solvent is C(OC)COC (dimethoxy ethane), COCCOC (1,2-dimethoxyethane). Yields the product ClC=1C(=NC=CC1N(C(CC1=CC=C(C=C1)OC1=NC=C(C=C1)C(F)(F)F)=O)C(=O)OCC(C)C)CC (N-(3-chloro-2-ethylpyridin-4-yl)-N-isobutyloxycarbonyl-4-[(5-trifluoromethylpyridin-2-yl)oxy]phenylacetamide). Yield: 32.4%. Reaction SMILES: [Cl:1][C:2]1[C:3]([CH2:29][CH3:30])=[N:4][CH:5]=[CH:6][C:7]=1[NH:8][C:9](=[O:28])[CH2:10][C:11]1[CH:16]=[CH:15][C:14]([O:17][C:18]2[CH:23]=[CH:22][C:21]([C:24]([F:27])([F:26])[F:25])=[CH:20][N:19]=2)=[CH:13][CH:12]=1.[H-].[Na+].Cl[C:34]([O:36][CH2:37][CH:38]([CH3:40])[CH3:39])=[O:35]>C(COC)OC>[Cl:1][C:2]1[C:3]([CH2:29][CH3:30])=[N:4][CH:5]=[CH:6][C:7]=1[N:8]([C:34]([O:36][CH2:37][CH:38]([CH3:40])[CH3:39])=[O:35])[C:9](=[O:28])[CH2:10][C:11]1[CH:12]=[CH:13][C:14]([O:17][C:18]2[CH:23]=[CH:22][C:21]([C:24]([F:25])([F:26])[F:27])=[CH:20][N:19]=2)=[CH:15][CH:16]=1 |f:1.2|. Reported procedure: 1.0 g (2.3 mmol) of N-(3-chloro-2-ethylpyridin-4-yl)-4-[(5-trifluoromethylpyridin-2-yl)oxy]phenylacetamide was dissolved in 5 ml of dimethoxy ethane, and the solution was stirred at room temperature. Then, 0.067 g (2.8 mmol) of sodium hydride was gradually added thereto, and the mixture was further stirred for one hour at room temperature. Then, 2 ml of a 1,2-dimethoxyethane solution containing 0.38 g (2.8 mmol) of isobutyl chloroformate was dropwise added thereto at a temperature of from -5° to...